Dataset: the Open Reaction Database (ORD), a public repository of structured organic reaction records. Task: describe an organic reaction: reactants, conditions, products, and yield Reactants: NCCO (2-aminoethanol), N1C=CC2=CC(=CC=C12)NC1=C2C(=NC=C1)C=C(S2)C2=CC=C(C=O)C=C2 (4-[7-(1H-indol-5-ylamino)-thieno[3,2-b]pyridin-2-yl]-benzaldehyde). The product is N1C=CC2=CC(=CC=C12)NC1=C2C(=NC=C1)C=C(S2)C2=CC=C(CNCCO)C=C2 (2-{4-[7-(1H-Indol-5-ylamino)-thieno[3,2-b]pyridin-2-yl]-benzylamino}-ethanol). Reaction SMILES: [NH2:1][CH2:2][CH2:3][OH:4].[NH:5]1[C:13]2[C:8](=[CH:9][C:10]([NH:14][C:15]3[CH:20]=[CH:19][N:18]=[C:17]4[CH:21]=[C:22]([C:24]5[CH:31]=[CH:30][C:27]([CH:28]=O)=[CH:26][CH:25]=5)[S:23][C:16]=34)=[CH:11][CH:12]=2)[CH:7]=[CH:6]1>>[NH:5]1[C:13]2[C:8](=[CH:9][C:10]([NH:14][C:15]3[CH:20]=[CH:19][N:18]=[C:17]4[CH:21]=[C:22]([C:24]5[CH:31]=[CH:30][C:27]([CH2:28][NH:1][CH2:2][CH2:3][OH:4])=[CH:26][CH:25]=5)[S:23][C:16]=34)=[CH:11][CH:12]=2)[CH:7]=[CH:6]1. Procedure: The title compound was prepared from 2-aminoethanol and 4-[7-(1H-indol-5-ylamino)-thieno[3,2-b]pyridin-2-yl]-benzaldehyde by a procedure analogous to example 17. LC-MS: 415 (MH+); HPLC RT: 3.40 minutes.